From a dataset of the Open Reaction Database (ORD), a public repository of structured organic reaction records. describe an organic reaction: reactants, conditions, products, and yield Reactants: [Br-], C#CCC#CCBr, [C-]#N, CC[Mg+], C#CCSc1ccc(C)cc1, C1CCOC1, O=S(=O)(O)O. The product is C#CCC#CCC#CCSc1ccc(C)cc1. Reaction SMILES: [Br-:1].[Br:18][CH2:19][C:20]#[C:21][CH2:22][C:23]#[CH:24].[C-:16]#[N:17].[CH2:2]([Mg+:3])[CH3:4].[CH3:5][c:6]1[cH:7][cH:8][c:9]([S:10][CH2:11][C:12]#[CH:13])[cH:14][cH:15]1.[O:30]1[CH2:31][CH2:32][CH2:33][CH2:34]1.[S:25](=[O:26])(=[O:27])([OH:28])[OH:29]>>[CH3:5][c:6]1[cH:7][cH:8][c:9]([S:10][CH2:11][C:12]#[C:13][CH2:19][C:20]#[C:21][CH2:22][C:23]#[CH:24])[cH:14][cH:15]1. The reactants are [H-].[Na+] (sodium hydride), BrC=1C=NNC1 (4-bromo-1H-pyrazole), ice, BrC1CCC1 (bromocyclobutane). Run in CN(C)C=O (DMF), CCOC(=O)C (EtOAc). The product is BrC=1C=NN(C1)C1CCC1 (4-Bromo-1-cyclobutyl-1H-pyrazole). RXN SMILES: [Br:1][C:2]1[CH:3]=[N:4][NH:5][CH:6]=1.[H-].[Na+].Br[CH:10]1[CH2:13][CH2:12][CH2:11]1>CN(C=O)C.CCOC(C)=O>[Br:1][C:2]1[CH:3]=[N:4][N:5]([CH:10]2[CH2:13][CH2:12][CH2:11]2)[CH:6]=1 |f:1.2|. Procedure details: To a cooled (0 C) stirred solution of 4-bromo-1H-pyrazole (5.360 g, 36.47 mmol) in DMF (50 mL) was added sodium hydride (1.925 g, 80.23 mmol) slowly. The mixture was allowed to stir in the ice bath 30 min and bromocyclobutane (3.433 ml, 36.47 mmol) was added. The vessel was sealed and the reaction mixture heated at 95 C for 23 h. The mixture was allowed to cool to rt and diluted with 200 mL EtOAc, washed with 500 mL water, then 2×100 mL water, sat NaHCO3, then the organic layer dried over Na2SO4... Reactants: C1CCOC1, CO, CNc1cc(N2CCOCC2)c(Cl)cc1[N+](=O)[O-]. Product: CNc1cc(N2CCOCC2)c(Cl)cc1N. As a reaction SMILES: [CH2:19]1[O:20][CH2:21][CH2:22][CH2:23]1.[CH3:24][OH:25].[Cl:1][c:2]1[cH:3][c:4]([N+:16]([O-:17])=[O:18])[c:5]([NH:6][CH3:7])[cH:8][c:9]1[N:10]1[CH2:11][CH2:12][O:13][CH2:14][CH2:15]1>>[Cl:1][c:2]1[cH:3][c:4]([NH2:16])[c:5]([NH:6][CH3:7])[cH:8][c:9]1[N:10]1[CH2:11][CH2:12][O:13][CH2:14][CH2:15]1. Reaction conditions: temperature 120 celsius. The yield is 50.2%. The reactants are O (water), ClCC1=NC=CC=C1 (2-chloromethylpyridine), CNC1=CC=CC=C1 (N-methylaniline), C([O-])([O-])=O.[K+].[K+] (potassium carbonate). The product is CN(C1=CC=CC=C1)CC1=NC=CC=C1 (N-methyl-N-(2-pyridylmethyl)aniline). Solvent: CN(C=O)C (N,N-dimethylformamide). RXN SMILES: Cl[CH2:2][C:3]1[CH:8]=[CH:7][CH:6]=[CH:5][N:4]=1.[CH3:9][NH:10][C:11]1[CH:16]=[CH:15][CH:14]=[CH:13][CH:12]=1.C(=O)([O-])[O-].[K+].[K+].O>CN(C)C=O>[CH3:9][N:10]([CH2:2][C:3]1[CH:8]=[CH:7][CH:6]=[CH:5][N:4]=1)[C:11]1[CH:16]=[CH:15][CH:14]=[CH:13][CH:12]=1 |f:2.3.4|. Reported procedure: A mixture of 2-chloromethylpyridine (50 g), N-methylaniline (42 g), and potassium carbonate (120 g) in N,N-dimethylformamide (200 ml) was stirred for hours at 120° C. The reaction mixture was cooled to room temperature, added to water (1 l), and extracted with ether. The ether extract was washed with water and then treated with activated carbon. After drying over magnesium sulfate, the ether extract was filtered and concentrated. The residue was crystallized from isopropyl alcohol to give N-meth...